From a dataset of the Open Reaction Database (ORD), a public repository of structured organic reaction records. describe an organic reaction: reactants, conditions, products, and yield Starting materials: O=C([O-])[O-], CC(C)n1ncnc1-c1cn2c(n1)-c1ccc(C3CN(C(C)(C)C#N)C3)cc1OCC2, [Na+], [Na+], O, O=S(=O)(O)O. Yields the product CC(C)n1ncnc1-c1cn2c(n1)-c1ccc(C3CN(C(C)(C)C(N)=O)C3)cc1OCC2. As a reaction SMILES: [C:32]([O-:33])(=[O:34])[O-:35].[CH:1]([CH3:2])([CH3:3])[n:4]1[n:5][cH:6][n:7][c:8]1-[c:9]1[cH:10][n:11]2[c:17]([n:18]1)-[c:16]1[c:15]([cH:22][c:21]([CH:23]3[CH2:24][N:25]([C:27]([C:28]#[N:29])([CH3:30])[CH3:31])[CH2:26]3)[cH:20][cH:19]1)[O:14][CH2:13][CH2:12]2.[Na+:36].[Na+:37].[OH2:38].[S:39](=[O:40])(=[O:41])([OH:42])[OH:43]>>[CH:1]([CH3:2])([CH3:3])[n:4]1[n:5][cH:6][n:7][c:8]1-[c:9]1[cH:10][n:11]2[c:17]([n:18]1)-[c:16]1[c:15]([cH:22][c:21]([CH:23]3[CH2:24][N:25]([C:27]([C:28]([NH2:29])=[O:33])([CH3:30])[CH3:31])[CH2:26]3)[cH:20][cH:19]1)[O:14][CH2:13][CH2:12]2. Reactants: C1CCOC1, CNC, COc1ccc2nc(-c3ccc(F)nc3)sc2c1, O. Product: COc1ccc2nc(-c3ccc(N(C)C)nc3)sc2c1. As a reaction SMILES: [CH2:23]1[O:24][CH2:25][CH2:26][CH2:27]1.[CH3:19][NH:20][CH3:21].[F:1][c:2]1[cH:3][cH:4][c:5](-[c:8]2[s:9][c:10]3[c:11]([n:12]2)[cH:13][cH:14][c:15]([O:17][CH3:18])[cH:16]3)[cH:6][n:7]1.[OH2:22]>>[c:2]1([N:20]([CH3:19])[CH3:21])[cH:3][cH:4][c:5](-[c:8]2[s:9][c:10]3[c:11]([n:12]2)[cH:13][cH:14][c:15]([O:17][CH3:18])[cH:16]3)[cH:6][n:7]1.